From a dataset of the Open Reaction Database (ORD), a public repository of structured organic reaction records. describe an organic reaction: reactants, conditions, products, and yield Starting materials: [OH-].[Na+] (NaOH), C(C)OC(=O)C=1NC=C(C1)CCC1=CC=C(C=C1)F (4-[2-(4-fluorophenyl)-ethyl]-1H-pyrrole-2-carboxylic acid ethyl ester). Solvent: CO (MeOH). The product is FC1=CC=C(C=C1)CCC=1C=C(NC1)C(=O)O (4-[2-(4-fluorophenyl)-ethyl]-1H-pyrrole-2-carboxylic acid). The yield is 84.5%. RXN SMILES: [OH-].[Na+].C([O:5][C:6]([C:8]1[NH:9][CH:10]=[C:11]([CH2:13][CH2:14][C:15]2[CH:20]=[CH:19][C:18]([F:21])=[CH:17][CH:16]=2)[CH:12]=1)=[O:7])C>CO>[F:21][C:18]1[CH:17]=[CH:16][C:15]([CH2:14][CH2:13][C:11]2[CH:12]=[C:8]([C:6]([OH:7])=[O:5])[NH:9][CH:10]=2)=[CH:20][CH:19]=1 |f:0.1|. Reported procedure: Freshly prepared aq. NaOH (10 M in H2O, 22.14 mmol) was added to a stirring, room temperature solution of 72 (1.1571 g, 4.428 mmol) in MeOH (11.1 mL, 0.4 M) under N2. The reaction was heated to reflux until the reaction was judged complete by HPLC (10 min). Upon cooling, the reaction solidified. The product was concentrated and then dissolved in H2O. The product was extracted with EtOAc, then the aqueous layer was made acidic (pH=2) with the dropwise addition of 10% aq. HCl. The product oiled ou... Reactants: ClC=1C=C2C(C(=COC2=CC1O)C1=CC(=C(C=C1)OC)OC)=O (6-Chloro-3-(3,4-dimethoxy-phenyl)-7-hydroxy-chromen-4-one), O.NN (hydrazine hydrate). Run in C(C)O (ethanol). Yields the product ClC1=C(C=C(C(=C1)C1=NNC=C1C1=CC(=C(C=C1)OC)OC)O)O (4-Chloro-6-[4-(3,4-dimethoxy-phenyl)-1H-pyrazol-3-yl]-benzene-1,3-diol). Isolated yield 65.1%. Reaction SMILES: [Cl:1][C:2]1[CH:3]=[C:4]2[C:9](=[CH:10][C:11]=1[OH:12])[O:8][CH:7]=[C:6]([C:13]1[CH:18]=[CH:17][C:16]([O:19][CH3:20])=[C:15]([O:21][CH3:22])[CH:14]=1)[C:5]2=O.O.[NH2:25][NH2:26]>C(O)C>[Cl:1][C:2]1[CH:3]=[C:4]([C:5]2[C:6]([C:13]3[CH:18]=[CH:17][C:16]([O:19][CH3:20])=[C:15]([O:21][CH3:22])[CH:14]=3)=[CH:7][NH:26][N:25]=2)[C:9]([OH:8])=[CH:10][C:11]=1[OH:12] |f:1.2|. Procedure: This compounds was synthesised in the same manner as described above. 6-Chloro-3-(3,4-dimethoxy-phenyl)-7-hydroxy-chromen-4-one (0.2 g, 0.62 mmol), hydrazine hydrate (4 ml), ethanol (10 ml). The crude solid product was columned to give 4-Chloro-6-[4-(3,4-dimethoxy-phenyl)-1H-pyrazol-3-yl]-benzene-1,3-diol as a white solid (0.139 g, 65.1%); Rf 0.36 Cf SM 0.56 ethyl acetate/hexane (75/25). Reactants: [OH-].[Na+] (sodium hydroxide), OO (hydrogen peroxide), C(C)(C)(C)OC(=O)N1CC=2N(CC1)C(=CC2C#N)C=2C=NC=CC2C (8-cyano-6-(4-methylpyridin-3-yl)-3,4-dihydro-1H-pyrrolo[1,2-a]pyrazine-2-carboxylic acid tert-butyl ester), ClC=1C(=C2N(CCN(C2)S(=O)(=O)C=2SC(=CC2)C2=NC=CC=C2)C1C1=CC=CC=C1)C(=O)N (7-chloro-6-phenyl-2-(5-pyridin-2-ylthiophene-2-sulfonyl)-1,2,3,4-tetrahydropyrrolo[12-a]pyrazine-8-carboxylic acid amide). Solvent: O (water), CO (methanol). Run at temperature 50 celsius, time 2 hour. Product: C(C)(C)(C)OC(=O)N1CC=2N(CC1)C(=CC2C(N)=O)C=2C=NC=CC2C (8-Carbamoyl-6-(4-methylpyridin-3-yl)-3,4-dihydro-1H-pyrrolo[1,2-a]pyrazine-2-carboxylic acid tert-butyl ester). Reaction SMILES: [C:1]([O:5][C:6]([N:8]1[CH2:13][CH2:12][N:11]2[C:14]([C:19]3[CH:20]=[N:21][CH:22]=[CH:23][C:24]=3[CH3:25])=[CH:15][C:16]([C:17]#[N:18])=[C:10]2[CH2:9]1)=[O:7])([CH3:4])([CH3:3])[CH3:2].ClC1C(C(N)=O)=C2CN(S(C3SC(C4C=CC=CN=4)=CC=3)(=O)=[O:36])CCN2C=1C1C=CC=CC=1.[OH-].[Na+].OO>CO.O>[C:1]([O:5][C:6]([N:8]1[CH2:13][CH2:12][N:11]2[C:14]([C:19]3[CH:20]=[N:21][CH:22]=[CH:23][C:24]=3[CH3:25])=[CH:15][C:16]([C:17](=[O:36])[NH2:18])=[C:10]2[CH2:9]1)=[O:7])([CH3:4])([CH3:3])[CH3:2] |f:2.3|. Reported procedure: A solution of a 2:3 mixture of 8-cyano-6-(4-methylpyridin-3-yl)-3,4-dihydro-1H-pyrrolo[1,2-a]pyrazine-2-carboxylic acid tert-butyl ester and 7-cyano-6-(4-methylpyridin-3-yl)-3,4-dihydro-1H-pyrrolo[1,2-a]pyrazine-2-carboxylic acid tert-butyl ester (18.30 g, Reference Example 31) in methanol (538 mL) at 10° C. was treated with a solution of sodium hydroxide (21.35 g) in water (4 mL) dropwise. The reaction mixture was then treated with a 27.5% w/w aqueous solution of hydrogen peroxide (9 mL). After...